Dataset: the Open Reaction Database (ORD), a public repository of structured organic reaction records. Task: describe an organic reaction: reactants, conditions, products, and yield Reactants: O=c1[nH]cnn2c(C3CCC3)ncc12, O=C1CCC(=O)N1I, CN(C)C=O. Product: O=c1[nH]cnn2c(C3CCC3)nc(I)c12. RXN SMILES: [CH:1]1([c:5]2[n:6][cH:7][c:8]3[c:9](=[O:14])[nH:10][cH:11][n:12][n:13]23)[CH2:2][CH2:3][CH2:4]1.[I:15][N:16]1[C:17](=[O:18])[CH2:19][CH2:20][C:21]1=[O:22].[O:23]=[CH:24][N:25]([CH3:26])[CH3:27]>>[CH:1]1([c:5]2[n:6][c:7]([I:15])[c:8]3[c:9](=[O:14])[nH:10][cH:11][n:12][n:13]23)[CH2:2][CH2:3][CH2:4]1. Starting materials: FC=1C=C2C=CN=CC2=CC1 (6-Fluoro-isoquinoline), S(=O)(=O)(Cl)Cl (sulfuryl chloride). Yields the product ClC1=CN=CC2=CC=C(C=C12)F (4-Chloro-6-fluoro-isoquinoline). Reaction SMILES: [F:1][C:2]1[CH:3]=[C:4]2[C:9](=[CH:10][CH:11]=1)[CH:8]=[N:7][CH:6]=[CH:5]2.S(Cl)([Cl:15])(=O)=O>>[Cl:15][C:5]1[C:4]2[C:9](=[CH:10][CH:11]=[C:2]([F:1])[CH:3]=2)[CH:8]=[N:7][CH:6]=1. Reported procedure: A solution of 1.5 g 6-fluoro-isoquinoline (23) in 4.5 ml sulfuryl chloride was heated to 60° C. in a microwave reactor (CEM Discovery) for 8 h. After cooling to room temperature the mixture was poured on ice and extracted three times with CHCl3. After drying over Na2SO4 the solvent was distilled off and the crude product was purified by flash chromatography to yield 930 mg of compound 24. The reactants are ClC1=C2C(=NC=C1)NC=N2 (7-chloro-3H-imidazo(4,5-b)pyridine), NC1=CC=CC=C1 (aniline). Run in C1=CC=CC=C1 (Benzene). Run at temperature 130 celsius. The product is N(C1=CC=CC=C1)C1=C2C(=NC=C1)NC=N2 (7-anilino-3H-imidazo[4,5-b]pyridine). Isolated yield 35.3%. Reaction SMILES: Cl[C:2]1[CH:7]=[CH:6][N:5]=[C:4]2[NH:8][CH:9]=[N:10][C:3]=12.[NH2:11][C:12]1[CH:17]=[CH:16][CH:15]=[CH:14][CH:13]=1>C1C=CC=CC=1>[NH:11]([C:2]1[CH:7]=[CH:6][N:5]=[C:4]2[NH:8][CH:9]=[N:10][C:3]=12)[C:12]1[CH:17]=[CH:16][CH:15]=[CH:14][CH:13]=1. Procedure details: To 7-chloro-3H-imidazo(4,5-b)pyridine (16 g, 97 mmol) was added aniline (200 mL, 2.1 mol). The resulting mixture was heated under a nitrogen atmosphere at 130° C. for 24 hours. Benzene was added to the cooled mixture and the precipitate was filtered. The solid was dissolved in water and 1N NaOH was added to give a pH reading of 9. The precipitate was filtered and recrystallized from EtOH (decolorized by charcoal) to give 7.2 g (35%) of the 7-anilino-3H-imidazo[4,5-b]pyridine, m.p. 251°-252° C. Starting materials: BrC=1C(=NC(=NC1)Cl)N(CCC(=O)NC)CC(C)C (3-[(5-bromo-2-chloro-pyrimidin-4-yl)-(2-methylpropyl)amino]-N-methyl-propanamide), CC1(C2=C(C(=CC=C2)P(C3=CC=CC=C3)C4=CC=CC=C4)OC5=C(C=CC=C51)P(C6=CC=CC=C6)C7=CC=CC=C7)C (XANTPHOS), BrC=1C(=NC(=NC1)Cl)N(CCC(=O)NC)CC(C)C (3-[(5-bromo-2-chloro-pyrimidin-4-yl)-(2-methylpropyl)amino]-N-methyl-propanamide), C([O-])([O-])=O.[Cs+].[Cs+] (Caesium Carbonate). The reagents and catalysts are C=1C=CC(=CC1)/C=C/C(=O)/C=C/C2=CC=CC=C2.C=1C=CC(=CC1)/C=C/C(=O)/C=C/C2=CC=CC=C2.C=1C=CC(=CC1)/C=C/C(=O)/C=C/C2=CC=CC=C2.[Pd].[Pd] (Tris(dibenzylideneacetone)dipalladium(0)). Run in O1CCOCC1 (dioxane). Run at temperature 100 celsius. Product: ClC1=NC=C2N(C(CCN(C2=N1)CC(C)C)=O)C (10-chloro-6-methyl-2-(2-methylpropyl)-2,6,9,11-tetrazabicyclo[5.4.0]undeca-7,9,11-trien-5-one). Isolated yield 40.7%. RXN SMILES: Br[C:2]1[C:3]([N:9]([CH2:16][CH:17]([CH3:19])[CH3:18])[CH2:10][CH2:11][C:12]([NH:14][CH3:15])=[O:13])=[N:4][C:5]([Cl:8])=[N:6][CH:7]=1.C(=O)([O-])[O-].[Cs+].[Cs+].CC1(C)C2C(=C(P(C3C=CC=CC=3)C3C=CC=CC=3)C=CC=2)OC2C(P(C3C=CC=CC=3)C3C=CC=CC=3)=CC=CC1=2>O1CCOCC1.C1C=CC(/C=C/C(/C=C/C2C=CC=CC=2)=O)=CC=1.C1C=CC(/C=C/C(/C=C/C2C=CC=CC=2)=O)=CC=1.C1C=CC(/C=C/C(/C=C/C2C=CC=CC=2)=O)=CC=1.[Pd].[Pd]>[Cl:8][C:5]1[N:4]=[C:3]2[C:2]([N:14]([CH3:15])[C:12](=[O:13])[CH2:11][CH2:10][N:9]2[CH2:16][CH:17]([CH3:19])[CH3:18])=[CH:7][N:6]=1 |f:1.2.3,6.7.8.9.10|. Reported procedure: 3-[(5-bromo-2-chloro-pyrimidin-4-yl)-(2-methylpropyl)amino]-N-methyl-propanamide (Intermediate 85; 3.26 g, 9.32 mmol)) was suspended in dioxane (70 mL), Caesium Carbonate (6 g, 18.64 mmol) was added and the mixture bubbled with nitrogen for 10 minutes. Tris(dibenzylideneacetone)dipalladium(0) (512 mg, 0.56 mmol) and XANTPHOS (485 mg, 0.839 mmol) were added and the mixture heated at 100° C. for 24 hrs. The reaction mixture was cooled to room temperature, solvent evaporated and the residues partit... Reactants: ClC1=NC(=CC2=CC=CC=C12)NC1=NNC=C1 ((1-chloro-isoquinolin-3-yl)-(1H-pyrazol-3-yl)-amine), C(C)(C)(C)C1=CC=C(C=C1)B(O)O (4-tert-butylphenylboronic acid). Yields the product C(C)(C)(C)C1=CC=C(C=C1)C1=NC(=CC2=CC=CC=C12)NC1=NNC=C1 ([1-(4-tert-butyl-phenyl)-isoquinolin-3-yl]-(1H-pyrazol-3-yl)-amine). Reaction SMILES: Cl[C:2]1[C:11]2[C:6](=[CH:7][CH:8]=[CH:9][CH:10]=2)[CH:5]=[C:4]([NH:12][C:13]2[CH:17]=[CH:16][NH:15][N:14]=2)[N:3]=1.[C:18]([C:22]1[CH:27]=[CH:26][C:25](B(O)O)=[CH:24][CH:23]=1)([CH3:21])([CH3:20])[CH3:19]>>[C:18]([C:22]1[CH:27]=[CH:26][C:25]([C:2]2[C:11]3[C:6](=[CH:7][CH:8]=[CH:9][CH:10]=3)[CH:5]=[C:4]([NH:12][C:13]3[CH:17]=[CH:16][NH:15][N:14]=3)[N:3]=2)=[CH:24][CH:23]=1)([CH3:21])([CH3:20])[CH3:19]. Procedure: Similar procedure as described in example 131 was used, starting from (1-chloro-isoquinolin-3-yl)-(1H-pyrazol-3-yl)-amine and 4-tert-butylphenylboronic acid to give [1-(4-tert-butyl-phenyl)-isoquinolin-3-yl]-(1H-pyrazol-3-yl)-amine. LC-MS m/e 343(MH+).